This data is from the Open Reaction Database (ORD), a public repository of structured organic reaction records. The task is: describe an organic reaction: reactants, conditions, products, and yield The reactants are C#CCO, ClC(Cl)Cl, CCN(C(C)C)C(C)C, [Cu]I, Fc1ccc(I)c(F)c1F, C1CCOC1, O=C(C=Cc1ccccc1)C=Cc1ccccc1, O=C(C=Cc1ccccc1)C=Cc1ccccc1, O=C(C=Cc1ccccc1)C=Cc1ccccc1, [Pd], [Pd], c1ccc(P(c2ccccc2)c2ccccc2)cc1. Product: OCC#Cc1ccc(F)c(F)c1F. As a reaction SMILES: [CH2:30]([C:31]#[CH:32])[OH:33].[CH:101]([Cl:102])([Cl:103])[Cl:104].[CH:34]([N:35]([CH:36]([CH3:37])[CH3:38])[CH2:39][CH3:40])([CH3:41])[CH3:42].[Cu:43][I:44].[F:1][c:2]1[c:3]([I:10])[cH:4][cH:5][c:6]([F:9])[c:7]1[F:8].[O:105]1[CH2:106][CH2:107][CH2:108][CH2:109]1.[O:47]=[C:48]([CH:49]=[CH:50][c:51]1[cH:52][cH:53][cH:54][cH:55][cH:56]1)[CH:57]=[CH:58][c:59]1[cH:60][cH:61][cH:62][cH:63][cH:64]1.[O:65]=[C:66]([CH:67]=[CH:68][c:69]1[cH:70][cH:71][cH:72][cH:73][cH:74]1)[CH:75]=[CH:76][c:77]1[cH:78][cH:79][cH:80][cH:81][cH:82]1.[O:83]=[C:84]([CH:85]=[CH:86][c:87]1[cH:88][cH:89][cH:90][cH:91][cH:92]1)[CH:93]=[CH:94][c:95]1[cH:96][cH:97][cH:98][cH:99][cH:100]1.[Pd:45].[Pd:46].[c:11]1([P:12]([c:13]2[cH:14][cH:15][cH:16][cH:17][cH:18]2)[c:19]2[cH:20][cH:21][cH:22][cH:23][cH:24]2)[cH:25][cH:26][cH:27][cH:28][cH:29]1>>[F:1][c:2]1[c:3]([C:32]#[C:31][CH2:30][OH:33])[cH:4][cH:5][c:6]([F:9])[c:7]1[F:8]. Starting materials: CN(C)CC(=O)O, CC(C)C(CN1CCC(C)(c2cccc(O)c2)C(C)C1)NC(=O)C1Cc2ccc(O)cc2CN1. Yields the product CC(C)C(CN1CCC(C)(c2cccc(O)c2)C(C)C1)NC(=O)C1Cc2ccc(O)cc2CN1C(=O)CN(C)C. Reaction SMILES: [CH3:35][N:36]([CH3:37])[CH2:38][C:39]([OH:40])=[O:41].[OH:1][c:2]1[cH:3][cH:4][c:5]2[c:10]([cH:11]1)[CH2:9][NH:8][CH:7]([C:12](=[O:13])[NH:14][CH:15]([CH:16]([CH3:17])[CH3:18])[CH2:19][N:20]1[CH2:21][CH:22]([CH3:34])[C:23]([CH3:26])([c:27]3[cH:28][c:29]([OH:33])[cH:30][cH:31][cH:32]3)[CH2:24][CH2:25]1)[CH2:6]2>>[OH:1][c:2]1[cH:3][cH:4][c:5]2[c:10]([cH:11]1)[CH2:9][N:8]([C:39]([CH2:38][N:36]([CH3:35])[CH3:37])=[O:40])[CH:7]([C:12](=[O:13])[NH:14][CH:15]([CH:16]([CH3:17])[CH3:18])[CH2:19][N:20]1[CH2:21][CH:22]([CH3:34])[C:23]([CH3:26])([c:27]3[cH:28][c:29]([OH:33])[cH:30][cH:31][cH:32]3)[CH2:24][CH2:25]1)[CH2:6]2. Reactants: C(C=C)[C@]1(CCN(C(O1)=O)[C@@H](C)C(C)(C)C)C1=CC=C(C=C1)F ((S)-6-allyl-3-((2S)-3,3-dimethylbutan-2-yl)-6-(4-fluorophenyl)-1,3-oxazinan-2-one), CC([C@H](C)N1C(O[C@](CC1)(CCO)C1=CC=C(C=C1)F)=O)(C)C ((R)-3-((S)-3,3-dimethylbutan-2-yl)-6-(4-fluorophenyl)-6-(2-hydroxyethyl)-1,3-oxazinan-2-one). Product: CC([C@H](C)N1C(OC(CC1)(CCO)C1=CC=C(C=C1)F)=O)(C)C (3-((2S)-3,3-dimethylbutan-2-yl)-6-(4-fluorophenyl)-6-(2-hydroxyethyl)-1,3-oxazinan-2-one). Reaction SMILES: C([C@]1(C2C=CC(F)=CC=2)OC(=O)N([C@H](C(C)(C)C)C)CC1)C=C.[CH3:24][C:25]([CH3:46])([CH3:45])[C@@H:26]([N:28]1[CH2:33][CH2:32][C@:31]([C:37]2[CH:42]=[CH:41][C:40]([F:43])=[CH:39][CH:38]=2)([CH2:34][CH2:35][OH:36])[O:30][C:29]1=[O:44])[CH3:27]>>[CH3:45][C:25]([CH3:24])([CH3:46])[C@@H:26]([N:28]1[CH2:33][CH2:32][C:31]([C:37]2[CH:42]=[CH:41][C:40]([F:43])=[CH:39][CH:38]=2)([CH2:34][CH2:35][OH:36])[O:30][C:29]1=[O:44])[CH3:27]. Reported procedure: (S)-6-allyl-3-((2S)-3,3-dimethylbutan-2-yl)-6-(4-fluorophenyl)-1,3-oxazinan-2-one [Isomer 2] (500 mg, 1.57 mmol) was converted to (R)-3-((S)-3,3-dimethylbutan-2-yl)-6-(4-fluorophenyl)-6-(2-hydroxyethyl)-1,3-oxazinan-2-one [Isomer 2] (300 mg, 59%) following a procedure analogous to that described immediately above. LC-MS Method 1 tR=1.112, min, m/z=324.2; 1H NMR (CDCl3): 0.85-0.99 (m, 12H), 2.09-2.18 (m, 1H), 2.19-2.34 (m, 3H), 2.73-2.84 (m, 1H), 3.12-3.28 (m, 1H), 3.48-3.57 (m, 1H), 3.69-3.76 (m... Starting materials: ClCC(=O)NC1=C(C=CC=C1C)C (2-chloro-N-(2,6-dimethylphenyl)acetamide), O (Water), oil, [H-].[Na+] (sodium hydride), N1C=NC=C1 (imidazole). Run in CN(C=O)C (dimethylformamide). Conditions: time 30 minute. The product is CC1=C(C(=CC=C1)C)NC(CN1C=NC=C1)=O (N-(2,6-dimethylphenyl)-1H-imidazole-1-acetamide). Yield: 80.5%. As a reaction SMILES: [H-].[Na+].[NH:3]1[CH:7]=[CH:6][N:5]=[CH:4]1.Cl[CH2:9][C:10]([NH:12][C:13]1[C:18]([CH3:19])=[CH:17][CH:16]=[CH:15][C:14]=1[CH3:20])=[O:11].O>CN(C)C=O>[CH3:19][C:18]1[CH:17]=[CH:16][CH:15]=[C:14]([CH3:20])[C:13]=1[NH:12][C:10](=[O:11])[CH2:9][N:3]1[CH:7]=[CH:6][N:5]=[CH:4]1 |f:0.1|. Reported procedure: A mixture of 6.0 g of a 60% oil dispersion of sodium hydride in 90 ml of dimethylformamide was stirred and heated at 50° C. during the portionwise addition of 10.32 g of imidazole. After stirring for 20 minutes, 15.0 g of 2-chloro-N-(2,6-dimethylphenyl)acetamide was added and heating was continued for an additional 30 minutes. Water was added and the reaction mixture was evaporated to dryness. The residue was dissolved in 2N hydrochloric acid, washed with ether, made strongly basic with excess s... Starting materials: C(C)OC(C=CC(CC1=CN(C2=CC=CC=C12)C)N(C(C1=CC(=CC(=C1)C(F)(F)F)C(F)(F)F)=O)C)=O (4-[N-methyl-N-(3,5-bistrifluoromethyl-benzoyl)-amino]-5-(1-methyl-indol-3-yl)-pent-2-enoic acid ethyl ester), ClC1=C(C=CC=C1)Cl (1,2-dichlorobenzene). The reagents and catalysts are [Pd] (palladium). Solvent: O1CCCC1 (tetrahydrofuran). Yields the product C(C)OC(CCC(CC1=CN(C2=CC=CC=C12)C)N(C(C1=CC(=CC(=C1)C(F)(F)F)C(F)(F)F)=O)C)=O (4-[N-Methyl-N-(3,5-bistrifluoromethyl-benzoyl)-amino]-5-(1-methyl-indol-3-yl)-pentanoic acid ethyl ester). Reaction SMILES: [CH2:1]([O:3][C:4](=[O:37])[CH:5]=[CH:6][CH:7]([N:19]([CH3:36])[C:20](=[O:35])[C:21]1[CH:26]=[C:25]([C:27]([F:30])([F:29])[F:28])[CH:24]=[C:23]([C:31]([F:34])([F:33])[F:32])[CH:22]=1)[CH2:8][C:9]1[C:17]2[C:12](=[CH:13][CH:14]=[CH:15][CH:16]=2)[N:11]([CH3:18])[CH:10]=1)[CH3:2].ClC1C=CC=CC=1Cl>O1CCCC1.[Pd]>[CH2:1]([O:3][C:4](=[O:37])[CH2:5][CH2:6][CH:7]([N:19]([CH3:36])[C:20](=[O:35])[C:21]1[CH:26]=[C:25]([C:27]([F:29])([F:28])[F:30])[CH:24]=[C:23]([C:31]([F:32])([F:33])[F:34])[CH:22]=1)[CH2:8][C:9]1[C:17]2[C:12](=[CH:13][CH:14]=[CH:15][CH:16]=2)[N:11]([CH3:18])[CH:10]=1)[CH3:2]. Procedure details: A solution of 16.82 g of 4-[N-methyl-N-(3,5-bistrifluoromethyl-benzoyl)-amino]-5-(1-methyl-indol-3-yl)-pent-2-enoic acid ethyl ester in 170 ml of tetrahydrofuran is hydrogenated for 70 minutes at 20° C. in the presence of 1.7 g of palladium/activated carbon (10%) and 0.2 g of 1,2-dichlorobenzene. The reaction mixture is then filtered and concentrated by evaporation. In this way the title compound is obtained in the form of a brownish-green resin. Rf value=0.265 (ethyl acetate/hexane 2/3).